Dataset: the Open Reaction Database (ORD), a public repository of structured organic reaction records. Task: describe an organic reaction: reactants, conditions, products, and yield Reactants: Cc1cscc1S(=O)[O-], CC(C)O, O=C1CCC(=O)N1Cl, [Li+], O. Yields the product Cc1cscc1S(=O)(=O)Cl. As a reaction SMILES: [CH3:1][c:2]1[c:3]([S:7](=[O:8])[O-:9])[cH:4][s:5][cH:6]1.[CH3:20][CH:21]([OH:22])[CH3:23].[Cl:11][N:12]1[C:13](=[O:14])[CH2:15][CH2:16][C:17]1=[O:18].[Li+:10].[OH2:19]>>[CH3:1][c:2]1[c:3]([S:7](=[O:8])(=[O:9])[Cl:11])[cH:4][s:5][cH:6]1. RXN SMILES: [C:1]([O:2][C:3](=[O:4])[N:8]1[CH2:9][CH:10]([CH2:12][c:13]2[s:14][c:15]3[n:16][c:17](-[n:28]4[c:29]([CH2:37][CH3:38])[n:30][c:31]5[c:32]4[cH:33][cH:34][cH:35][cH:36]5)[n:18][c:19]([N:22]4[CH2:23][CH2:24][O:25][CH2:26][CH2:27]4)[c:20]3[n:21]2)[CH2:11]1)([CH3:5])([CH3:6])[CH3:7].[Cl:46][CH2:47][Cl:48].[F:39][C:40]([F:41])([F:42])[C:43]([OH:44])=[O:45]>>[NH:8]1[CH2:9][CH:10]([CH2:12][c:13]2[s:14][c:15]3[n:16][c:17](-[n:28]4[c:29]([CH2:37][CH3:38])[n:30][c:31]5[c:32]4[cH:33][cH:34][cH:35][cH:36]5)[n:18][c:19]([N:22]4[CH2:23][CH2:24][O:25][CH2:26][CH2:27]4)[c:20]3[n:21]2)[CH2:11]1. Starting materials: CCc1nc2ccccc2n1-c1nc(N2CCOCC2)c2nc(CC3CN(C(=O)OC(C)(C)C)C3)sc2n1, ClCCl, O=C(O)C(F)(F)F. Yields the product CCc1nc2ccccc2n1-c1nc(N2CCOCC2)c2nc(CC3CNC3)sc2n1. Reactants: BrC1=CC=C(C(=O)Cl)C=C1 (4-bromobenzoyl chloride), NC[C@@H]1[C@H](C[C@@H](O1)N1C(=O)NC(=O)C(C)=C1)O (5'-amino-5'-deoxythymidine). The solvent is C(C)OCC (diethyl ether), [OH-].[Na+] (sodium hydroxide). Conditions: time 10 minute. Yields the product BrC1=CC=C(C(=O)NC[C@@H]2[C@H](C[C@@H](O2)N2C(=O)NC(=O)C(C)=C2)O)C=C1 (5'-(4-bromobenzamido)-5'-deoxythymidine). Isolated yield 46.1%. Reaction SMILES: [Br:1][C:2]1[CH:10]=[CH:9][C:5]([C:6](Cl)=[O:7])=[CH:4][CH:3]=1.[NH2:11][CH2:12][C@H:13]1[O:17][C@@H:16]([N:18]2[CH:26]=[C:24]([CH3:25])[C:22](=[O:23])[NH:21][C:19]2=[O:20])[CH2:15][C@@H:14]1[OH:27]>C(OCC)C.[OH-].[Na+]>[Br:1][C:2]1[CH:10]=[CH:9][C:5]([C:6]([NH:11][CH2:12][C@H:13]2[O:17][C@@H:16]([N:18]3[CH:26]=[C:24]([CH3:25])[C:22](=[O:23])[NH:21][C:19]3=[O:20])[CH2:15][C@@H:14]2[OH:27])=[O:7])=[CH:4][CH:3]=1 |f:3.4|. Procedure details: A solution of 219 mg of 4-bromobenzoyl chloride in 5 ml of diethyl ether was added to a solution of 241 mg of 5'-amino-5'-deoxythymidine in 4 ml of 0.25M sodium hydroxide solution and the mixture was shaken vigorously for 10 minutes. The mixture was filtered and the solid was washed with 10 ml of water and 4 ml of diethyl ether, and recrystallized from ethanol to give 195 mg of 5'-(4-bromobenzamido)-5'-deoxythymidine of melting point 250.5°-252° C. Procedure details: To a solution of 3-methyl-4-cyclohexylthiophene (3 g, 17 mmol) in DMF (10 mL) was added 10 mL of a solution prepared from DMF and POCl3 (4:1, v:v). The temperature was maintained at about 0° C. during the addition. The reaction mixture was then stirred overnight at room temperature, and poured into ice water. After neutralization with 25% NaOH solution to pH˜8, the product was extracted with dichloromethane. The solvent was evaporated to afford the crude product 2-formyl-3-methyl-4-cyclohexylthi... As a reaction SMILES: [CH3:1][C:2]1[C:6]([CH:7]2[CH2:12][CH2:11][CH2:10][CH2:9][CH2:8]2)=[CH:5][S:4][CH:3]=1.O=P(Cl)(Cl)Cl.CN([CH:21]=[O:22])C>>[CH:21]([C:3]1[S:4][CH:5]=[C:6]([CH:7]2[CH2:8][CH2:9][CH2:10][CH2:11][CH2:12]2)[C:2]=1[CH3:1])=[O:22]. Yields the product crude product, C(=O)C=1SC=C(C1C)C1CCCCC1 (2-formyl-3-methyl-4-cyclohexylthiophene). Conditions: temperature 0 celsius, time 8 hour. Isolated yield 83.0%. Reactants: O=P(Cl)(Cl)Cl (POCl3), CN(C)C=O (DMF), CC1=CSC=C1C1CCCCC1 (3-methyl-4-cyclohexylthiophene), solution, CN(C)C=O (DMF), ice water. The reactants are N1=C(C=NC=C1)C(=O)O (Pyrazinecarboxylic acid), S(=O)(Cl)Cl (thionyl chloride), S(=O)(Cl)Cl (thionyl chloride). Solvent: C1=CC=CC=C1 (benzene), C1=CC=CC=C1 (benzene). The product is N1=C(C=NC=C1)C(=O)Cl (Pyrazinoyl chloride). Yield: 74.0%. RXN SMILES: [N:1]1[CH:6]=[CH:5][N:4]=[CH:3][C:2]=1[C:7]([OH:9])=O.S(Cl)([Cl:12])=O>C1C=CC=CC=1>[N:1]1[CH:6]=[CH:5][N:4]=[CH:3][C:2]=1[C:7]([Cl:12])=[O:9]. Procedure details: Pyrazinecarboxylic acid (3.7 g, 30 mmol), benzene (25 mL) and thionyl chloride (15 mL) were added into a 100 mL round bottom flask. The reaction mixture was heated under reflux for two hours after which time benzene and excess thionyl chloride were removed by distillation. The dark red crude pyrazinoyl chloride was purified by sublimation under vacuum at a bath temperature of 50°-60° C. to give colorless crystals that weighed 3.2 g (74% yield). Reactants: B, C1CCOC1, Cc1cc2cc(C(O)(C(F)(F)F)C(F)(F)F)ccc2n1Cc1cccc(C(=O)N(C)C)c1, CSC, CO. Product: Cc1cc2cc(C(O)(C(F)(F)F)C(F)(F)F)ccc2n1Cc1cccc(CN(C)C)c1. RXN SMILES: [BH3:36].[CH2:39]1[O:40][CH2:41][CH2:42][CH2:43]1.[CH3:1][N:2]([C:3]([c:4]1[cH:5][c:6]([CH2:10][n:11]2[c:12]([CH3:30])[cH:13][c:14]3[cH:15][c:16]([C:20]([C:21]([F:22])([F:23])[F:24])([C:25]([F:26])([F:27])[F:28])[OH:29])[cH:17][cH:18][c:19]23)[cH:7][cH:8][cH:9]1)=[O:31])[CH3:32].[CH3:33][S:34][CH3:35].[CH3:37][OH:38]>>[CH3:1][N:2]([CH2:3][c:4]1[cH:5][c:6]([CH2:10][n:11]2[c:12]([CH3:30])[cH:13][c:14]3[cH:15][c:16]([C:20]([C:21]([F:22])([F:23])[F:24])([C:25]([F:26])([F:27])[F:28])[OH:29])[cH:17][cH:18][c:19]23)[cH:7][cH:8][cH:9]1)[CH3:32]. Reactants: F[C@H]1[C@@H](CN(CC1)C1=C(C=NC=C1)[N+](=O)[O-])NC(OC(C)(C)C)=O (tert-butyl (3R,4R)-4-fluoro-1-(3-nitropyridin-4-yl)piperidin-3-ylcarbamate). Run in C(C)O (ethanol), C(C)(=O)OCC (ethyl acetate). Yields the product NC=1C=NC=CC1N1C[C@H]([C@@H](CC1)F)NC(OC(C)(C)C)=O (tert-butyl (3R,4R)-1-(3-aminopyridin-4-yl)-4-fluoropiperidin-3-ylcarbamate). Isolated yield 99.0%. As a reaction SMILES: [F:1][C@@H:2]1[CH2:7][CH2:6][N:5]([C:8]2[CH:13]=[CH:12][N:11]=[CH:10][C:9]=2[N+:14]([O-])=O)[CH2:4][C@H:3]1[NH:17][C:18](=[O:24])[O:19][C:20]([CH3:23])([CH3:22])[CH3:21]>C(O)C.C(OCC)(=O)C>[NH2:14][C:9]1[CH:10]=[N:11][CH:12]=[CH:13][C:8]=1[N:5]1[CH2:6][CH2:7][C@@H:2]([F:1])[C@H:3]([NH:17][C:18](=[O:24])[O:19][C:20]([CH3:22])([CH3:21])[CH3:23])[CH2:4]1. Procedure: Following method 1, tert-butyl (3R,4R)-4-fluoro-1-(3-nitropyridin-4-yl)piperidin-3-ylcarbamate in ethanol and ethyl acetate (1:1, 0.1 M solution) was reduced yielding tert-butyl (3R,4R)-1-(3-aminopyridin-4-yl)-4-fluoropiperidin-3-ylcarbamate, (>99%). LCMS (m/z): 311.2 (MH+); LC Rt=2.14 min.